The task is: describe an organic reaction: reactants, conditions, products, and yield. This data is from the Open Reaction Database (ORD), a public repository of structured organic reaction records. Reactants: CCOC(=O)C (EtOAc), NCC1=CC=C(C=C1)O (4-(aminomethyl)phenol), CCN(C(C)C)C(C)C (iPr2NEt), ClC1=NC(=NC(=N1)OCC(F)(F)F)NC1=CC=C(C(=O)OC)C=C1 (methyl 4-(4-chloro-6-(2,2,2-trifluoroethoxy)-1,3,5-triazin-2-ylamino)benzoate). Run in C1CCOC1 (THF). Run at temperature 70 celsius. Product: OC1=CC=C(CNC2=NC(=NC(=N2)OCC(F)(F)F)NC2=CC=C(C(=O)OC)C=C2)C=C1 (methyl 4-(4-(4-hydroxybenzylamino)-6-(2,2,2-trifluoroethoxy)-1,3,5-triazin-2-ylamino)benzoate). The yield is 75.4%. Reaction SMILES: [NH2:1][CH2:2][C:3]1[CH:8]=[CH:7][C:6]([OH:9])=[CH:5][CH:4]=1.CCN(C(C)C)C(C)C.Cl[C:20]1[N:25]=[C:24]([O:26][CH2:27][C:28]([F:31])([F:30])[F:29])[N:23]=[C:22]([NH:32][C:33]2[CH:42]=[CH:41][C:36]([C:37]([O:39][CH3:40])=[O:38])=[CH:35][CH:34]=2)[N:21]=1.CCOC(C)=O>C1COCC1>[OH:9][C:6]1[CH:7]=[CH:8][C:3]([CH2:2][NH:1][C:20]2[N:25]=[C:24]([O:26][CH2:27][C:28]([F:31])([F:29])[F:30])[N:23]=[C:22]([NH:32][C:33]3[CH:42]=[CH:41][C:36]([C:37]([O:39][CH3:40])=[O:38])=[CH:35][CH:34]=3)[N:21]=2)=[CH:4][CH:5]=1. Procedure: 4-(aminomethyl)phenol (2.4 g) white solid and iPr2NEt (5.0 g) were added into a solution of methyl 4-(4-chloro-6-(2,2,2-trifluoroethoxy)-1,3,5-triazin-2-ylamino)benzoate (7.0 g) in THF (150 mL). The mixture was heated at 70° C. for 16 hours. After cooling, the mixture was charged with 250 mL of EtOAc. The resulting solution was washed with water (2×50 mL) and brine (30 mL). The organic layer was dried over MgSO4 and concentrated under vacuum to give a residue which was recrystallized in EtOAc to... The reactants are ClC1=C(C=C(C=C1)OC)N1C=NC=C1 (1-chloro-2-(1H-imidazol-1-yl)-4-methoxybenzene). Solvent: Br (hydrobromic acid). Yields the product ClC1=C(C=C(C=C1)O)N1C=NC=C1 (4-Chloro-3-(1H-imidazol-1-yl)phenol). Yield: 95.1%. As a reaction SMILES: [Cl:1][C:2]1[CH:7]=[CH:6][C:5]([O:8]C)=[CH:4][C:3]=1[N:10]1[CH:14]=[CH:13][N:12]=[CH:11]1>Br>[Cl:1][C:2]1[CH:7]=[CH:6][C:5]([OH:8])=[CH:4][C:3]=1[N:10]1[CH:14]=[CH:13][N:12]=[CH:11]1. Procedure details: 1-chloro-2-(1H-imidazol-1-yl)-4-methoxybenzene (7.5 g, 0.036 m) was mixed with 40 ml 48% hydrobromic acid. The solution was distilled until the head temperature reached 120° C. and the reaction was then heated at reflux for two hours. The reaction was concentrated under reduced pressure. The residue was triturated in isopropyl alcohol-isopropyl ether and the solid was collected. The solid was dissolved in water and poured into a saturated solution of sodium bicarbonate. The solid was collected a... Starting materials: ClC(=O)OCC (ethyl chloroformate), suspension, [H-].[Na+] (NaH), COC1=CC(=NC=C1)CSC1=NC=2C(N1)=CSC2 (2-(4-methoxy-2-picolylmercapto)-1H-thieno[3,4-d]imidazole). The solvent is CN(C=O)C (dimethylformamide). Run at temperature 36 celsius. The product is C(C)OC(=O)N1C(=NC=2C1=CSC2)SCC2=NC=CC(=C2)OC (1-Ethoxycarbonyl-2-(4-methoxy-2-picolylmercapto)-1H-thieno[3,4-d]imidazole). RXN SMILES: [CH3:1][O:2][C:3]1[CH:8]=[CH:7][N:6]=[C:5]([CH2:9][S:10][C:11]2[NH:15][C:14]3=[CH:16][S:17][CH:18]=[C:13]3[N:12]=2)[CH:4]=1.[H-].[Na+].Cl[C:22]([O:24][CH2:25][CH3:26])=[O:23]>CN(C)C=O>[CH2:25]([O:24][C:22]([N:12]1[C:13]2=[CH:18][S:17][CH:16]=[C:14]2[N:15]=[C:11]1[S:10][CH2:9][C:5]1[CH:4]=[C:3]([O:2][CH3:1])[CH:8]=[CH:7][N:6]=1)=[O:23])[CH3:26] |f:1.2|. Procedure: Under nitrogen, 1.4 g (5.0 mmol) of 2-(4-methoxy-2-picolylmercapto)-1H-thieno[3,4-d]imidazole were dissolved in 15 ml of anhydrous dimethylformamide, and 270 mg (6 mmol) of a 60% suspension of NaH in oil were added in portions, and the mixture was heated at 30°-40° C. for 10 minutes. Now, at 25° C., 0.5 ml (5 mmol) of ethyl chloroformate (95%) was added, during which the temperature increases to about 36° C. 30 minutes later the crystalline product was filtered off with suction and washed twice ...